Dataset: the Open Reaction Database (ORD), a public repository of structured organic reaction records. Task: describe an organic reaction: reactants, conditions, products, and yield Reactants: CC(C)(C)OC(=O)NC(Cc1ccc(Cl)cc1)C(=O)NN1CC(O)C1, CS(C)=O, O=C(Cl)C(=O)Cl, ClCCl. Yields the product CC(C)(C)OC(=O)NC(Cc1ccc(Cl)cc1)C(=O)NN1CC(=O)C1. As a reaction SMILES: [C:1](=[O:2])([O:3][C:4]([CH3:5])([CH3:6])[CH3:7])[NH:8][CH:9]([C:10](=[O:11])[NH:12][N:13]1[CH2:14][CH:15]([OH:17])[CH2:16]1)[CH2:18][c:19]1[cH:20][cH:21][c:22]([Cl:25])[cH:23][cH:24]1.[CH3:32][S:33]([CH3:34])=[O:35].[Cl:26][C:27]([C:28]([Cl:29])=[O:30])=[O:31].[Cl:36][CH2:37][Cl:38]>>[C:1](=[O:2])([O:3][C:4]([CH3:5])([CH3:6])[CH3:7])[NH:8][CH:9]([C:10](=[O:11])[NH:12][N:13]1[CH2:14][C:15](=[O:17])[CH2:16]1)[CH2:18][c:19]1[cH:20][cH:21][c:22]([Cl:25])[cH:23][cH:24]1. Reactants: Cl.O=C1CN(CC1)[C@H]1[C@H](CCCC1)OCCCC1CCCCC1 ((1S,2R)-2-(3-Ketopyrrolidinyl)-1-[3-(cyclohexyl)propoxy]cyclohexane monohydrochloride), O1CCOC12CN(CC2)[C@@H]2[C@H](CCCC2)OCCCC2CCCCC2 ((1S,2S)-2-[1,4-Dioxa-7-azaspiro[4.4]non-7-yl]-1-[3-(cyclohexyl)propoxy]cyclohexane), CC(CC)=O (butanone). The solvent is Cl (HCl). Yields the product Cl.O=C1CN(CC1)[C@@H]1[C@H](CCCC1)OCCCC1CCCCC1 ((1S,2S)-2-(3-Ketopyrrolidinyl)-1-[3-(Cyclohexyl)Propoxy]Cyclohexane Monohydrochloride). As a reaction SMILES: [ClH:1].[O:2]=[C:3]1[CH2:7][CH2:6][N:5]([C@@H:8]2[CH2:13][CH2:12][CH2:11][CH2:10][C@@H:9]2[O:14][CH2:15][CH2:16][CH2:17][CH:18]2[CH2:23][CH2:22][CH2:21][CH2:20][CH2:19]2)[CH2:4]1.O1C2(CCN([C@H]3CCCC[C@@H]3OCCCC3CCCCC3)C2)OCC1.CC(=O)CC>Cl>[ClH:1].[O:2]=[C:3]1[CH2:7][CH2:6][N:5]([C@H:8]2[CH2:13][CH2:12][CH2:11][CH2:10][C@@H:9]2[O:14][CH2:15][CH2:16][CH2:17][CH:18]2[CH2:23][CH2:22][CH2:21][CH2:20][CH2:19]2)[CH2:4]1 |f:0.1,5.6|. Reported procedure: (1R,2S)/(1S,2R)-2-(3-Ketopyrrolidinyl)-1-[3-(cyclohexyl)propoxy]cyclohexane monohydrochloride: (1R,2R)/(1S,2S)-2-[1,4-Dioxa-7-azaspiro[4.4]non-7-yl]-1-[3-(cyclohexyl)propoxy]cyclohexane (ii) in a mixture of 6M HCl aqueous solution-butanone (1:4, v/v, 100 mL) was refluxed for 16 hours. The cooled reaction mixture was concentrated in vacuo and the residual aqueous solution was diluted with water (˜50 mL). The acidic aqueous solution was extracted with diethyl ether (50 mL) and then with dichlorome...